From a dataset of the Open Reaction Database (ORD), a public repository of structured organic reaction records. describe an organic reaction: reactants, conditions, products, and yield The reactants are N1(C=CC2=CC=CN=C12)CC(=O)OC (methyl 7-azaindol-1-acetate), [H-].[Al+3].[Li+].[H-].[H-].[H-] (lithium aluminum hydride). Run in O1CCCC1 (tetrahydrofuran). Product: N1(C=CC2=CC=CN=C12)CCO (2-(7-Azaindol-1-yl)ethanol). The yield is 87.1%. RXN SMILES: [N:1]1([CH2:10][C:11](OC)=[O:12])[C:9]2[C:4](=[CH:5][CH:6]=[CH:7][N:8]=2)[CH:3]=[CH:2]1.[H-].[Al+3].[Li+].[H-].[H-].[H-]>O1CCCC1>[N:1]1([CH2:10][CH2:11][OH:12])[C:9]2[C:4](=[CH:5][CH:6]=[CH:7][N:8]=2)[CH:3]=[CH:2]1 |f:1.2.3.4.5.6|. Procedure details: A procedure similar to that described in Preparation 2 was repeated, except that 7.50 g of methyl 7-azaindol-1-acetate (prepared as described in Preparation 17), 1.80 g of lithium aluminum hydride and 260 ml of anhydrous tetrahydrofuran were used, to give 5.57 g of the title compound, melting at 52.7°-53.3° C.